From a dataset of the Open Reaction Database (ORD), a public repository of structured organic reaction records. describe an organic reaction: reactants, conditions, products, and yield Reactants: BrC1=CC(=C(C=C1)C(=O)N1CCC(CC1)C(C1=CC=C(C=C1)Cl)=O)S(=O)(=O)C ((4-bromo-2-methanesulfonylphenyl)[4-(4-chlorobenzoyl)piperidin-1-yl]methanone), O=C1OC[C@H](N1)COC(C1=CC=CC=C1)=O (benzoic acid (R)-2-oxooxazolidin-4-ylmethyl ester). The product is ClC1=CC=C(C(=O)C2CCN(CC2)C(=O)C2=C(C=C(C=C2)N2C(OC[C@H]2COC(C2=CC=CC=C2)=O)=O)S(=O)(=O)C)C=C1 (benzoic acid (R)-3-{4-[4-(4-chlorobenzoyl)piperidine-1-carbonyl]-3-methanesulfonylphenyl}-2-oxooxazolidin-4-ylmethyl ester). Yield: 48.5%. Reaction SMILES: Br[C:2]1[CH:7]=[CH:6][C:5]([C:8]([N:10]2[CH2:15][CH2:14][CH:13]([C:16](=[O:24])[C:17]3[CH:22]=[CH:21][C:20]([Cl:23])=[CH:19][CH:18]=3)[CH2:12][CH2:11]2)=[O:9])=[C:4]([S:25]([CH3:28])(=[O:27])=[O:26])[CH:3]=1.[O:29]=[C:30]1[NH:34][C@H:33]([CH2:35][O:36][C:37](=[O:44])[C:38]2[CH:43]=[CH:42][CH:41]=[CH:40][CH:39]=2)[CH2:32][O:31]1>>[Cl:23][C:20]1[CH:21]=[CH:22][C:17]([C:16]([CH:13]2[CH2:14][CH2:15][N:10]([C:8]([C:5]3[CH:6]=[CH:7][C:2]([N:34]4[C@H:33]([CH2:35][O:36][C:37](=[O:44])[C:38]5[CH:43]=[CH:42][CH:41]=[CH:40][CH:39]=5)[CH2:32][O:31][C:30]4=[O:29])=[CH:3][C:4]=3[S:25]([CH3:28])(=[O:27])=[O:26])=[O:9])[CH2:11][CH2:12]2)=[O:24])=[CH:18][CH:19]=1. Procedure: By reaction and treatment in the same manner as in Preparation Example 1 and using 4-bromo-2-methylsulfonylbenzoic acid (2.8 g) and (4-chlorophenyl)piperidin-4-ylmethanone (2.6 g), (4-bromo-2-methanesulfonylphenyl)[4-(4-chlorobenzoyl)piperidin-1-yl]methanone (4.8 g) was obtained. By reaction and treatment in the same manner as in Preparation Example 12 and using (4-bromo-2-methanesulfonylphenyl)[4-(4-chlorobenzoyl)piperidin-1-yl]methanone (1.5 g) and benzoic acid (R)-2-oxooxazolidin-4-ylmethyl e... Reactants: O=C(CCCl)NC12CCCC(C1)C1CCC2C1, C1CCNCC1, CCOCC, [I-], [K+], [Na+], O=C([O-])O. The product is O=C(CCN1CCCCC1)NC12CCCC(C1)C1CCC2C1, Cl. RXN SMILES: [C:1]12([NH:12][C:13]([CH2:14][CH2:15][Cl:16])=[O:17])[CH:2]3[CH2:3][CH2:4][CH:5]([CH:6]([CH2:7][CH2:8][CH2:9]1)[CH2:10]2)[CH2:11]3.[CH2:18]1[CH2:19][CH2:20][NH:21][CH2:22][CH2:23]1.[CH3:31][CH2:32][O:33][CH2:34][CH3:35].[I-:30].[K+:29].[Na+:24].[OH:25][C:26](=[O:27])[O-:28]>>[C:1]12([NH:12][C:13]([CH2:14][CH2:15][N:21]3[CH2:20][CH2:19][CH2:18][CH2:23][CH2:22]3)=[O:17])[CH:2]3[CH2:3][CH2:4][CH:5]([CH:6]([CH2:7][CH2:8][CH2:9]1)[CH2:10]2)[CH2:11]3.[ClH:16].